describe an organic reaction: reactants, conditions, products, and yield From a dataset of the Open Reaction Database (ORD), a public repository of structured organic reaction records. Reactants: C1(=CC=CC=C1)O (phenol), [O-]O.C1(=CC=CC=C1)C(C)C (cumene hydroperoxide), CC(=C)C1=CC=CC=C1 (alpha-methyl styrene), C1(=CC=CC=C1)O (phenol), C1(=CC=CC=C1)C(C)C (cumene), C1(=CC=CC=C1)C(C)C (cumene), [O-]O.C1(=CC=CC=C1)C(C)C (cumene hydroperoxide). Solvent: CC(=O)C (acetone), CC(=O)C (acetone). The product is C1(=CC=CC=C1)C(C)C (cumene), O=O (oxygen). Reaction SMILES: [C:1]1([CH:7]([CH3:9])[CH3:8])[CH:6]=[CH:5][CH:4]=[CH:3][CH:2]=1.[O-:10][OH:11].C1(C(C)C)C=CC=CC=1.C1(O)C=CC=CC=1.CC(C1C=CC=CC=1)=C>CC(C)=O>[C:1]1([CH:7]([CH3:9])[CH3:8])[CH:6]=[CH:5][CH:4]=[CH:3][CH:2]=1.[O:10]=[O:11] |f:1.2|. Procedure details: It has been discovered that when a cumene oxidation product mixture containing cumene hydroperoxide (CHP) and DMPC is decomposed to produce phenol, acetone and alpha-methyl styrene by passing the cumene oxidation product mixture into a decomposing vessel containing indirect heat exchange surfaces wherein the cumene oxidation product mixture and an incoming circulating stream comprising cumene hydroperoxide, phenol, acetone and an acid catalyst are admixed, reacted and cooled by passage around th... Reactants: CN1C(=O)C=CC2=C(C=CC(=C12)OC)C(CNC(C)C)=O (1-methyl-5-isopropylaminoacetyl-8-methoxycarbostyril), O (water). The solvent is aqueous solution, Br (hydrobromic acid). The product is CN1C(=O)C=CC2=C(C=CC(=C12)O)C(CNC(C)C)=O (1-methyl-5-isopropylaminoacetyl-8-hydroxycarbostyril). The yield is 23.7%. RXN SMILES: [CH3:1][N:2]1[C:12]2[C:7](=[C:8]([C:15](=[O:21])[CH2:16][NH:17][CH:18]([CH3:20])[CH3:19])[CH:9]=[CH:10][C:11]=2[O:13]C)[CH:6]=[CH:5][C:3]1=[O:4].O>Br>[CH3:1][N:2]1[C:12]2[C:7](=[C:8]([C:15](=[O:21])[CH2:16][NH:17][CH:18]([CH3:19])[CH3:20])[CH:9]=[CH:10][C:11]=2[OH:13])[CH:6]=[CH:5][C:3]1=[O:4]. Procedure: 2.0 g of 1-methyl-5-isopropylaminoacetyl-8-methoxycarbostyril (IIb) hydrochloride prepared as described in Example 3 was dissolved in 30 ml of a 47% aqueous solution of hydrobromic acid, and the solution was heated in an oil bath at a temperature of 120° to 130° C. for 8 hours under refluxing. 10 ml of water was then added to the reaction mixture followed by concentration by distillation. 10 ml of water was again added to the mixture followed by concentration. After allowing the mixture to cool,... Reactants: C(CN(CC(=O)O)CC(=O)O)N(CC(=O)O)CC(=O)O (EDTA), C(C)(=O)[O-].[Na+] (sodium acetate). The solvent is C(C)O (ethanol). Conditions: time 15 minute. Yields the product C(C)O.C(CN(CC(=O)O)CC(=O)O)N(CC(=O)O)CC(=O)O.C(C)(=O)[O-].[Na+] (Ethanol EDTA Sodium Acetate). As a reaction SMILES: [CH2:1]([N:12]([CH2:17][C:18]([OH:20])=[O:19])[CH2:13][C:14]([OH:16])=[O:15])[CH2:2][N:3]([CH2:8][C:9]([OH:11])=[O:10])[CH2:4][C:5]([OH:7])=[O:6].[C:21]([O-:24])(=[O:23])[CH3:22].[Na+:25]>C(O)C>[CH2:5]([OH:6])[CH3:4].[CH2:2]([N:3]([CH2:8][C:9]([OH:11])=[O:10])[CH2:4][C:5]([OH:7])=[O:6])[CH2:1][N:12]([CH2:17][C:18]([OH:20])=[O:19])[CH2:13][C:14]([OH:16])=[O:15].[C:21]([O-:24])(=[O:23])[CH3:22].[Na+:25] |f:1.2,4.5.6.7|. Procedure details: 2 μL of 125 mM EDTA and 2 μL of 3 M sodium acetate are added to each well. And then 50 μL 100% ethanol is added to each well. The plate is sealed and mixed by inverting 4 times. The plate is incubated at room temperature for 15 minutes. Then the precipitated DNA is washed with 75% ethanol for 3 times. The reactants are CC(C)=O, O=C(Cl)OCc1ccccc1, [Na+], O, CCOC(=O)C(C#N)=NO, O=C([O-])O. Reaction SMILES: [CH3:28][C:29](=[O:30])[CH3:31].[Cl:12][C:13](=[O:14])[O:15][CH2:16][c:17]1[cH:18][cH:19][cH:20][cH:21][cH:22]1.[Na+:23].[OH2:11].[OH:1][N:2]=[C:3]([C:4](=[O:5])[O:6][CH2:7][CH3:8])[C:9]#[N:10].[OH:24][C:25](=[O:26])[O-:27]>>[O:1]([N:2]=[C:3]([C:4](=[O:5])[O:6][CH2:7][CH3:8])[C:9]#[N:10])[C:13](=[O:14])[O:15][CH2:16][c:17]1[cH:18][cH:19][cH:20][cH:21][cH:22]1. The product is CCOC(=O)C(C#N)=NOC(=O)OCc1ccccc1. The product is OC1(CCN(CC1)C(=O)OCC)C=1SC=CC1 (ethyl 4-hydroxy-4-(2-thienyl)-1-piperidinecarboxylate). Procedure: A solution of 2.08 g of 3-(4-chlorobutyl)indole [or 2.52 g of 3-(4-bromobutyl)indole] and 1.65 g of 4-(2-thienyl)-1,2,3,6-tetrahydropyridine [hydrochloride, m.p. 242°; obtainable by reaction of 2-thienyl-Li with ethyl 4-oxo-1-piperidinecarboxylate to give ethyl 4-hydroxy-4-(2-thienyl)-1-piperidinecarboxylate, alkaline elimination of the protective group and dehydration with hydrochloric acid] in 10 ml of acetonitrile is stirred at 20° for 12 hours, worked up as usual and 3-[4-(4-(2-thienyl)-1,2,... Reaction SMILES: ClCCCCC1C2C(=CC=CC=2)NC=1.BrCCCCC1C2C(=CC=CC=2)NC=1.[S:29]1[CH:33]=[CH:32][CH:31]=[C:30]1C1CCNCC=1.Cl.[O:41]=[C:42]1[CH2:47][CH2:46][N:45]([C:48]([O:50][CH2:51][CH3:52])=[O:49])[CH2:44][CH2:43]1>>[OH:41][C:42]1([C:30]2[S:29][CH:33]=[CH:32][CH:31]=2)[CH2:43][CH2:44][N:45]([C:48]([O:50][CH2:51][CH3:52])=[O:49])[CH2:46][CH2:47]1. Starting materials: ClCCCCC1=CNC2=CC=CC=C12 (3-(4-chlorobutyl)indole), Cl (hydrochloride), 2-thienyl-Li, O=C1CCN(CC1)C(=O)OCC (ethyl 4-oxo-1-piperidinecarboxylate), BrCCCCC1=CNC2=CC=CC=C12 (3-(4-bromobutyl)indole), S1C(=CC=C1)C=1CCNCC1 (4-(2-thienyl)-1,2,3,6-tetrahydropyridine). The reactants are COC=1C=C(C=CC1S(=O)(=O)C1=CC=CC=C1)NC(C(C(F)(F)F)(C)O)=O (N-[3-methoxy-4-(phenylsulfonyl)-phenyl]-3,3,3-trifluoro-2-hydroxy-2-methylpropanamide), B(Br)(Br)Br (boron tribromide), solution, B(Br)(Br)Br (boron tribromide). The solvent is C(Cl)Cl (methylene chloride), C(Cl)Cl (methylene chloride), C(Cl)Cl (methylene chloride). Reaction conditions: time 3 hour. Yields the product OC=1C=C(C=CC1S(=O)(=O)C1=CC=CC=C1)NC(C(C(F)(F)F)(C)O)=O (N-[3-Hydroxy-4-(phenylsulfonyl)phenyl]-3,3,3-trifluoro-2-hydroxy-2-methylpropanamide). Isolated yield 46.0%. As a reaction SMILES: C[O:2][C:3]1[CH:4]=[C:5]([NH:18][C:19](=[O:27])[C:20]([OH:26])([CH3:25])[C:21]([F:24])([F:23])[F:22])[CH:6]=[CH:7][C:8]=1[S:9]([C:12]1[CH:17]=[CH:16][CH:15]=[CH:14][CH:13]=1)(=[O:11])=[O:10].B(Br)(Br)Br>C(Cl)Cl>[OH:2][C:3]1[CH:4]=[C:5]([NH:18][C:19](=[O:27])[C:20]([OH:26])([CH3:25])[C:21]([F:24])([F:22])[F:23])[CH:6]=[CH:7][C:8]=1[S:9]([C:12]1[CH:13]=[CH:14][CH:15]=[CH:16][CH:17]=1)(=[O:10])=[O:11]. Procedure: To a stirred suspension of N-[3-methoxy-4-(phenylsulfonyl)-phenyl]-3,3,3-trifluoro-2-hydroxy-2-methylpropanamide (0.75 g, 1.9 mmol) in dry methylene chloride (22 mL) was added boron tribromide (3.8 mL of a 1.0M solution of boron tribromide in methylene chloride, 3.8 mmol). The resulting solution was stirred at room temperature for 3 hours, diluted with methylene chloride (50 mL) and washed with water. The organic layer was dried (MgSO4) and concentrated in vacuo to yield an off-white foam. Purif...